From a dataset of the Open Reaction Database (ORD), a public repository of structured organic reaction records. describe an organic reaction: reactants, conditions, products, and yield The reactants are COc1ccccc1COCCCOc1ccc(C2CCN(C(=O)OC(C)(C)C)CC2OCc2ccc3ccc(OCCN4CCN(C)CC4)cc3c2)cc1, CO, Cl. The product is COc1ccccc1COCCCOc1ccc(C2CCNCC2OCc2ccc3ccc(OCCN4CCN(C)CC4)cc3c2)cc1. As a reaction SMILES: [C:1]([O:2][C:3](=[O:4])[N:8]1[CH2:9][CH:10]([O:34][CH2:35][c:36]2[cH:37][c:38]3[cH:39][c:40]([O:46][CH2:47][CH2:48][N:49]4[CH2:50][CH2:51][N:52]([CH3:55])[CH2:53][CH2:54]4)[cH:41][cH:42][c:43]3[cH:44][cH:45]2)[CH:11]([c:14]2[cH:15][cH:16][c:17]([O:20][CH2:21][CH2:22][CH2:23][O:24][CH2:25][c:26]3[c:27]([O:32][CH3:33])[cH:28][cH:29][cH:30][cH:31]3)[cH:18][cH:19]2)[CH2:12][CH2:13]1)([CH3:5])([CH3:6])[CH3:7].[CH3:57][OH:58].[ClH:56]>>[NH:8]1[CH2:9][CH:10]([O:34][CH2:35][c:36]2[cH:37][c:38]3[cH:39][c:40]([O:46][CH2:47][CH2:48][N:49]4[CH2:50][CH2:51][N:52]([CH3:55])[CH2:53][CH2:54]4)[cH:41][cH:42][c:43]3[cH:44][cH:45]2)[CH:11]([c:14]2[cH:15][cH:16][c:17]([O:20][CH2:21][CH2:22][CH2:23][O:24][CH2:25][c:26]3[c:27]([O:32][CH3:33])[cH:28][cH:29][cH:30][cH:31]3)[cH:18][cH:19]2)[CH2:12][CH2:13]1.